describe an organic reaction: reactants, conditions, products, and yield From a dataset of the Open Reaction Database (ORD), a public repository of structured organic reaction records. The solvent is CO (MeOH), CN(C)C=O (DMF), O (water). The product is C(C)(=O)SC1CN(CC1)C(=O)OC(C)(C)C (tert-Butyl 3-(acetylthio)pyrrolidine-1-carboxylate). Starting materials: C([O-])([O-])=O.[K+].[K+] (Potassium carbonate), C(C)(=S)O (thioacetic acid), CS(=O)(=O)OC1CN(CC1)C(=O)OC(C)(C)C (tert-Butyl 3-[(methylsulfonyl)oxy]pyrrolidine-1-carboxylate). Yield: 24.2%. RXN SMILES: C(=O)([O-])[O-].[K+].[K+].[C:7]([OH:10])(=[S:9])[CH3:8].CS(O[CH:16]1[CH2:20][CH2:19][N:18]([C:21]([O:23][C:24]([CH3:27])([CH3:26])[CH3:25])=[O:22])[CH2:17]1)(=O)=O>CO.CN(C=O)C.O>[C:7]([S:9][CH:20]1[CH2:16][CH2:17][N:18]([C:21]([O:23][C:24]([CH3:27])([CH3:26])[CH3:25])=[O:22])[CH2:19]1)(=[O:10])[CH3:8] |f:0.1.2|. Procedure: Potassium carbonate (4.42 g, 31.96 mmol) was suspended in dry MeOH (20 mL) and thioacetic acid (2.28 g, 29.96 mmol) was added. The mixture was stirred vigorously for 10 mins, concentrated and diluted in dry DMF (30 mL). tert-Butyl 3-[(methylsulfonyl)oxy]pyrrolidine-1-carboxylate (2.65 g, 9.99 mmol) dissolved in dry DMF (20 mL) was added and the reaction mixture was heated to 60° C. for 3.5 h. The reaction mixture was diluted with water (350 mL) and extracted with EtOAc (2×150 mL) The organic pha... Run at temperature 60 celsius, time 10 minute. Reaction SMILES: [CH2:14]([Cl:15])[Cl:16].[CH2:4]([CH3:5])[c:6]1[s:7][c:8]([C:11](=[O:12])[OH:13])[cH:9][n:10]1.[N+:1](=[N-:2])=[CH2:3]>>[CH3:3][O:13][C:11]([c:8]1[s:7][c:6]([CH2:4][CH3:5])[n:10][cH:9]1)=[O:12]. Product: CCc1ncc(C(=O)OC)s1. Starting materials: ClCCl, CCc1ncc(C(=O)O)s1, C=[N+]=[N-]. The reactants are CCOC(=O)CP(=O)(OCC)OCC, [H-], [Na+], C1CCOC1, O=Cc1ccncc1. Product: CCOC(=O)C=Cc1ccncc1. As a reaction SMILES: [CH3:3][CH2:4][O:5][C:6](=[O:7])[CH2:8][P:9]([O:10][CH2:11][CH3:12])([O:13][CH2:14][CH3:15])=[O:16].[H-:1].[Na+:2].[O:25]1[CH2:26][CH2:27][CH2:28][CH2:29]1.[n:17]1[cH:18][cH:19][c:20]([CH:23]=[O:24])[cH:21][cH:22]1>>[CH3:3][CH2:4][O:5][C:6](=[O:7])[CH:8]=[CH:23][c:20]1[cH:19][cH:18][n:17][cH:22][cH:21]1.